Dataset: the Open Reaction Database (ORD), a public repository of structured organic reaction records. Task: describe an organic reaction: reactants, conditions, products, and yield Reactants: COC1=C(C=CC2=C1CCC(CC2)=O)[N+](=O)[O-] (1-methoxy-2-nitro-5,6,8,9-tetrahydro-benzocyclohepten-7-one), ClCCCl (1,2-dichloroethane), N1CCOCC1 (morpholine), C(C)(=O)O (acetic acid), C(C)(=O)O[BH-](OC(C)=O)OC(C)=O.[Na+] (sodium triacetoxyborohydride), [OH-].[Na+] (NaOH). Conditions: time 2 hour. The product is COC1=C(C=CC2=C1CCC(CC2)N2CCOCC2)[N+](=O)[O-] (4-(1-methoxy-2-nitro-6,7,8,9-tetrahydro-5H-benzocyclohepten-7-yl)-morpholine). Yield: 78.3%. As a reaction SMILES: [CH3:1][O:2][C:3]1[C:8]2[CH2:9][CH2:10][C:11](=O)[CH2:12][CH2:13][C:7]=2[CH:6]=[CH:5][C:4]=1[N+:15]([O-:17])=[O:16].ClCCCl.[NH:22]1[CH2:27][CH2:26][O:25][CH2:24][CH2:23]1.C(O)(=O)C.C(O[BH-](OC(=O)C)OC(=O)C)(=O)C.[Na+].[OH-].[Na+]>>[CH3:1][O:2][C:3]1[C:8]2[CH2:9][CH2:10][CH:11]([N:22]3[CH2:27][CH2:26][O:25][CH2:24][CH2:23]3)[CH2:12][CH2:13][C:7]=2[CH:6]=[CH:5][C:4]=1[N+:15]([O-:17])=[O:16] |f:4.5,6.7|. Procedure: To a stirred solution of 1-methoxy-2-nitro-5,6,8,9-tetrahydro-benzocyclohepten-7-one (236 mg, 0.00100 mol) in 1,2-dichloroethane (8 mL, 0.1 mol) at room temperature was added morpholine (0.23 mL, 0.0026 mol) followed by acetic acid (0.15 mL, 0.0026 mol) dropwise. The reaction mixture was stirred at room temperature for 2 h. The reaction mixture was cooled to 0° C. and sodium triacetoxyborohydride was added in one portion. The reaction mixture was stirred at 0° C. for 2 h then warmed to room temp...